This data is from the Open Reaction Database (ORD), a public repository of structured organic reaction records. The task is: describe an organic reaction: reactants, conditions, products, and yield Starting materials: C(C1=CC=CC=C1)OC=1N=NC(=CC1OCC1=CC=CC=C1)C#CC1=CC=CC=C1 (3,4-bis(benzyloxy)-6-(phenylethynyl)pyridazine), C(C1=CC=CC=C1)OC=1N=NC(=CC1OCC1=CC=CC=C1)Cl (3,4-bis(benzyloxy)-6-chloropyridazine), C(#C)C1=CC(=CC(=C1)F)F (1-ethynyl-3,5-difluorobenzene), C(C1=CC=CC=C1)OC=1N=NC(=CC1OCC1=CC=CC=C1)C#CC1=CC=CC=C1 (3,4-bis(benzyloxy)-6-(phenylethynyl)pyridazine), C(C1=CC=CC=C1)OC=1N=NC(=CC1OCC1=CC=CC=C1)Cl (3,4-bis(benzyloxy)-6-chloropyridazine). Product: C(C1=CC=CC=C1)OC=1N=NC(=CC1OCC1=CC=CC=C1)C#CC1=CC(=CC(=C1)F)F (3,4-bis(Benzyloxy)-6-[(3,5-difluorophenyl)ethynyl]pyridazine). As a reaction SMILES: C(OC1N=NC(C#CC2C=CC=CC=2)=CC=1OCC1C=CC=CC=1)C1C=CC=CC=1.[CH2:31]([O:38][C:39]1[N:40]=[N:41][C:42](Cl)=[CH:43][C:44]=1[O:45][CH2:46][C:47]1[CH:52]=[CH:51][CH:50]=[CH:49][CH:48]=1)[C:32]1[CH:37]=[CH:36][CH:35]=[CH:34][CH:33]=1.[C:54]([C:56]1[CH:61]=[C:60]([F:62])[CH:59]=[C:58]([F:63])[CH:57]=1)#[CH:55]>>[CH2:31]([O:38][C:39]1[N:40]=[N:41][C:42]([C:55]#[C:54][C:56]2[CH:61]=[C:60]([F:62])[CH:59]=[C:58]([F:63])[CH:57]=2)=[CH:43][C:44]=1[O:45][CH2:46][C:47]1[CH:52]=[CH:51][CH:50]=[CH:49][CH:48]=1)[C:32]1[CH:37]=[CH:36][CH:35]=[CH:34][CH:33]=1. Procedure: Prepared as described for 3,4-bis(benzyloxy)-6-(phenylethynyl)pyridazine (Intermediate 2) from 3,4-bis(benzyloxy)-6-chloropyridazine (Intermediate 1) and 1-ethynyl-3,5-difluorobenzene.